Task: describe an organic reaction: reactants, conditions, products, and yield. Dataset: the Open Reaction Database (ORD), a public repository of structured organic reaction records The reactants are COC(C1=C(C=CC(=C1)C#N)N)=O (2-amino-5-cyano-benzoic acid methyl ester), CC1=NOC(=C1)CC(=O)O ((3-methyl-isoxazol-5-yl)-acetic acid), CCOC(=O)C (EtOAc). Run in O=P(Cl)(Cl)Cl (POCl3). Product: COC(C1=C(C=CC(=C1)C#N)NC(CC1=CC(=NO1)C)=O)=O (5-Cyano-2-[2-(3-methyl-isoxazol-5-yl)-acetylamino]-benzoic acid methyl ester). Yield: 90.7%. Reaction SMILES: [CH3:1][O:2][C:3](=[O:13])[C:4]1[CH:9]=[C:8]([C:10]#[N:11])[CH:7]=[CH:6][C:5]=1[NH2:12].[CH3:14][C:15]1[CH:19]=[C:18]([CH2:20][C:21](O)=[O:22])[O:17][N:16]=1.CCOC(C)=O>O=P(Cl)(Cl)Cl>[CH3:1][O:2][C:3](=[O:13])[C:4]1[CH:9]=[C:8]([C:10]#[N:11])[CH:7]=[CH:6][C:5]=1[NH:12][C:21](=[O:22])[CH2:20][C:18]1[O:17][N:16]=[C:15]([CH3:14])[CH:19]=1. Procedure details: A solution of 2-amino-5-cyano-benzoic acid methyl ester (1.50 g, 8.51 mmol) and (3-methyl-isoxazol-5-yl)-acetic acid (1.32 g, 9.36 mmol) in 40 ml of POCl3 was heated at 80° C. for 2 hr and then cooled to RT. Treated with 50 mL of EtOAc, the mixture was washed with H2O (3×40 ml), sat. NaHCO3 (40 ml), brine (40 ml) and dried (Na2SO4). Removal of the solvent under reduced pressure gave 2.31 g (91%) of product as a light yellow solid: 1H-NMR (CDCl3; 400 MHz) δ 11.49 (s, 1H), 8.85 (d, 1H, J=8.8 Hz), ... Reaction SMILES: [Br:1][C:2]1[N:7]=[C:6]([CH:8]=[O:9])[C:5]([Cl:10])=[CH:4][CH:3]=1.[CH3:11][Mg]Br.[Cl-].[NH4+]>C1COCC1>[Br:1][C:2]1[N:7]=[C:6]([CH:8]([OH:9])[CH3:11])[C:5]([Cl:10])=[CH:4][CH:3]=1 |f:2.3|. Product: BrC1=CC=C(C(=N1)C(C)O)Cl (1-(6-bromo-3-chloropyridin-2-yl)ethanol). The reactants are BrC1=CC=C(C(=N1)C=O)Cl (6-bromo-3-chloropicolinaldehyde), C[Mg]Br (methylmagnesium bromide), [Cl-].[NH4+] (ammonium chloride). Run in C1CCOC1 (THF). Reported procedure: To a solution of 6-bromo-3-chloropicolinaldehyde (10.0 g, 45.45 mmol) in 200 mL THF stirring at −78° C. under N2 was slowly added methylmagnesium bromide (3.0 M in diethyl ether, 16.63 mL, 50 mmol). The reaction was stirred at this temperature for 3 hours, and then saturated ammonium chloride was added. The mixture was extracted with EtOAc. The combined organic layers were dried (MgSO4), filtered, and concentrated in vacuo. The residue was purified by silica gel chromatography (0-1% EtOAc/hexane... Reaction conditions: time 3 hour. The yield is 78.1%. The reactants are B(F)(F)F.CCOCC (boron fluoride etherate), ClC1=CC=CC2=C1C1(C3=CC=CC(=C3C23OC3)Cl)OC1 (1',5'-dichloro-dispiro[oxirane-2,9'(10'H)-anthracene-10',2"oxirane]). The solvent is C1(=CC=CC=C1)C (toluene). Reaction conditions: time 6 hour. Product: ClC1=CC=CC=2C(C3=C(C=CC=C3C(C12)C=O)Cl)C=O (1,5-Dichloro-9,10-dihydro-9,10-anthracenedicarboxaldehyde). RXN SMILES: B(F)(F)F.CCOCC.[Cl:10][C:11]1[C:16]2[C:17]3([CH2:29][O:28]3)[C:18]3[C:23]([C:24]4([CH2:26][O:25]4)[C:15]=2[CH:14]=[CH:13][CH:12]=1)=[C:22]([Cl:27])[CH:21]=[CH:20][CH:19]=3>C1(C)C=CC=CC=1>[Cl:10][C:11]1[C:16]2[CH:17]([CH:29]=[O:28])[C:18]3[C:23](=[C:22]([Cl:27])[CH:21]=[CH:20][CH:19]=3)[CH:24]([CH:26]=[O:25])[C:15]=2[CH:14]=[CH:13][CH:12]=1 |f:0.1|. Procedure details: To a solution of 0.1 ml. of boron fluoride etherate in 100 ml. of anhydrous toluene is added 500 mg. of 1',5'-dichloro-dispiro[oxirane-2,9'(10'H)-anthracene-10',2"oxirane]. The mixture is stirred at room temperature for 6 hours and filtered. The filtrate is washed twice with 10 ml. portions of a mixture of 10 ml. of saturated sodium bicarbonate and 10 ml. of ice water, dried over anhydrous sodium sulfate and filtered. The toluene is removed by water pump evacuation at 30° C. to give 0.5 g. of th... The reactants are ClC=1C=CC2=C(OC3(CCN(CC3)C(=O)OC(C)(C)C)C=3N2C(=CC3)C(F)(F)F)C1 (tert-Butyl 7-chloro-1-(trifluoromethyl)spiro[benzo[b]pyrrolo[1,2-d][1,4]oxazine-4,4′-piperidine]-1′-carboxylate), O1CCOCC1 (dioxane). Solvent: Cl (HCl). Conditions: time 30 minute. The product is Cl.ClC=1C=CC2=C(OC3(CCNCC3)C=3N2C(=CC3)C(F)(F)F)C1 (7-chloro-1-(trifluoromethyl)spiro[benzo[b]pyrrolo[1,2-d][1,4]oxazine-4,4′-piperidine] hydrochloric acid). As a reaction SMILES: [Cl:1][C:2]1[CH:3]=[CH:4][C:5]2[N:22]3[C:23]([C:26]([F:29])([F:28])[F:27])=[CH:24][CH:25]=[C:21]3[C:8]3([CH2:13][CH2:12][N:11](C(OC(C)(C)C)=O)[CH2:10][CH2:9]3)[O:7][C:6]=2[CH:30]=1.O1CCOCC1>Cl>[ClH:1].[Cl:1][C:2]1[CH:3]=[CH:4][C:5]2[N:22]3[C:23]([C:26]([F:29])([F:28])[F:27])=[CH:24][CH:25]=[C:21]3[C:8]3([CH2:13][CH2:12][NH:11][CH2:10][CH2:9]3)[O:7][C:6]=2[CH:30]=1 |f:3.4|. Procedure: tert-Butyl 7-chloro-1-(trifluoromethyl)spiro[benzo[b]pyrrolo[1,2-d][1,4]oxazine-4,4′-piperidine]-1′-carboxylate (210 mg, 0.14 mmol) was dissolved in HCl in dioxane (2.0 mL of 4.0 M, 8.0 mmol). The reaction mixture was allowed to stand for 30 minutes. The reaction mixture was then evaporated to dryness to give 7-chloro-1-(trifluoromethyl)spiro[benzo[b]pyrrolo[1,2-d][1,4]oxazine-4,4′-piperidine] hydrochloric acid. ESI-MS m/z calc. 342.7, found 343.3 (M+1)+; Retention time: 1.46 minutes (3 min run)... Starting materials: CCOC(=O)C(C)(C)Oc1ccc(C#N)cc1, Cc1ccc(OCc2ccccc2)c[n+]1[O-], CC1(C)CC(c2ccccn2)c2cc(C(=O)O)ccc2O1, CCCCCC, CCOC(C)=O, CC(C)NC(C)C, [Li]CCCC, C1CCOC1. Yields the product CC(C)(Oc1ccc(C#N)cc1)C(=O)Cc1ccc(OCc2ccccc2)c[n+]1[O-]. As a reaction SMILES: [C:50](#[N:51])[c:52]1[cH:53][cH:54][c:55]([O:56][C:57]([C:58](=[O:59])[O:60][CH2:61][CH3:62])([CH3:63])[CH3:64])[cH:65][cH:66]1.[CH2:34]([c:35]1[cH:36][cH:37][cH:38][cH:39][cH:40]1)[O:41][c:42]1[cH:43][cH:44][c:45]([CH3:49])[n+:46]([O-:48])[cH:47]1.[CH3:1][C:2]1([CH3:3])[CH2:4][CH:5]([c:6]2[cH:7][cH:8][cH:9][cH:10][n:11]2)[c:12]2[cH:13][c:14]([C:15]([OH:16])=[O:17])[cH:18][cH:19][c:20]2[O:21]1.[CH3:67][CH2:68][CH2:69][CH2:70][CH2:71][CH3:72].[CH3:78][CH2:79][O:80][C:81](=[O:82])[CH3:83].[CH:27]([NH:28][CH:29]([CH3:30])[CH3:31])([CH3:32])[CH3:33].[Li:22][CH2:23][CH2:24][CH2:25][CH3:26].[O:73]1[CH2:74][CH2:75][CH2:76][CH2:77]1>>[CH2:34]([c:35]1[cH:36][cH:37][cH:38][cH:39][cH:40]1)[O:41][c:42]1[cH:43][cH:44][c:45]([CH2:49][C:58]([C:57]([O:56][c:55]2[cH:54][cH:53][c:52]([C:50]#[N:51])[cH:66][cH:65]2)([CH3:63])[CH3:64])=[O:59])[n+:46]([O-:48])[cH:47]1. Reactants: CC(=O)O, COc1cc(F)cc(C(=O)O)c1, [Na+], O=C([O-])O, O=[N+]([O-])O. Yields the product COc1cc(F)cc(C(=O)O)c1[N+](=O)[O-]. As a reaction SMILES: [CH3:22][C:23](=[O:24])[OH:25].[F:5][c:6]1[cH:7][c:8]([C:9](=[O:10])[OH:11])[cH:12][c:13]([O:15][CH3:16])[cH:14]1.[Na+:21].[O-:17][C:18]([OH:19])=[O:20].[OH:1][N+:2]([O-:3])=[O:4]>>[O-:1][N+:2](=[O:4])[c:12]1[c:8]([C:9](=[O:10])[OH:11])[cH:7][c:6]([F:5])[cH:14][c:13]1[O:15][CH3:16]. The reactants are C(C)(=O)OCC(C)C (isobutyl acetate). Solvent: C(C)(=O)O (acetic acid). Product: C(C)(=O)OCC(C)C.O (isobutyl acetate water). RXN SMILES: [C:1]([O:4][CH2:5][CH:6]([CH3:8])[CH3:7])(=[O:3])[CH3:2]>C(O)(=O)C>[C:1]([O:4][CH2:5][CH:6]([CH3:8])[CH3:7])(=[O:3])[CH3:2].[OH2:3] |f:2.3|. Procedure: This example demonstrates the use of isobutyl acetate as an entrainer. The HAD column is designed to obtain the desired purity acetic acid product at the column bottom, while obtaining isobutyl acetate/water azeotrope as overheads. The overhead stream when condensed and decanted forms two liquid phases—organic and aqueous. The organic phase comprises mostly isobutyl acetate and the aqueous phase comprises mostly water (an acid free aqueous stream (AFAS)). The entire organic phase is refluxed bac...